Dataset: the Open Reaction Database (ORD), a public repository of structured organic reaction records. Task: describe an organic reaction: reactants, conditions, products, and yield The reactants are CC(C)(C)C1=CCc2ccccc21, [Li]CCCC, CC1=Cc2cccc([Si](C)(C)Cl)c2C1, N#C[Cu], O. Product: CC1=Cc2cccc([Si](C)(C)C3C=C(C(C)(C)C)c4ccccc43)c2C1. RXN SMILES: [C:1]([CH3:2])([CH3:3])([CH3:4])[C:5]1=[CH:6][CH2:7][c:8]2[cH:9][cH:10][cH:11][cH:12][c:13]21.[CH3:14][CH2:15][CH2:16][CH2:17][Li:18].[Cl:22][Si:23]([c:24]1[cH:25][cH:26][cH:27][c:28]2[c:32]1[CH2:31][C:30]([CH3:33])=[CH:29]2)([CH3:34])[CH3:35].[Cu:19][C:20]#[N:21].[OH2:36]>>[C:1]([CH3:2])([CH3:3])([CH3:4])[C:5]1=[CH:6][CH:7]([Si:23]([c:24]2[cH:25][cH:26][cH:27][c:28]3[c:32]2[CH2:31][C:30]([CH3:33])=[CH:29]3)([CH3:34])[CH3:35])[c:8]2[cH:9][cH:10][cH:11][cH:12][c:13]21. The reactants are Clc1cc(I)ccn1, Nc1ncc(-c2cccnc2)c2cccnc12. Product: Clc1cc(Nc2ncc(-c3cccnc3)c3cccnc23)ccn1. Reaction SMILES: [Cl:18][c:19]1[n:20][cH:21][cH:22][c:23]([I:25])[cH:24]1.[n:1]1[cH:2][c:3](-[c:7]2[c:8]3[cH:9][cH:10][cH:11][n:12][c:13]3[c:14]([NH2:17])[n:15][cH:16]2)[cH:4][cH:5][cH:6]1>>[n:1]1[cH:2][c:3](-[c:7]2[c:8]3[cH:9][cH:10][cH:11][n:12][c:13]3[c:14]([NH:17][c:23]3[cH:22][cH:21][n:20][c:19]([Cl:18])[cH:24]3)[n:15][cH:16]2)[cH:4][cH:5][cH:6]1. Starting materials: COC1=CC=C(C=C1)CN1C(OC2(C1)CC(CCC2)(COCC2=CC=CC=C2)CN2C=NC1=C2C=C(C=C1)C#N)=O (1-[(3-{[4-(methyloxy)phenyl]methyl}-2-oxo-7-{[(phenylmethyl)oxy]methyl}-1-oxa-3-azaspiro[4.5]dec-7-yl)methyl]-1H-benzimidazole-6-carbonitrile), ceric ammonium nitrate, C(C)(=O)OCC (Ethyl acetate), [OH-].[Na+] (NaOH). Run in C(C)#N (acetonitrile). Yields the product O=C1OC2(CN1)CC(CCC2)(COCC2=CC=CC=C2)CN2C=NC1=C2C=C(C=C1)C#N (1-[(2-oxo-7-{[(phenylmethyl)oxy]methyl}-1-oxa-3-azaspiro[4.5]dec-7-yl)methyl]-1H-benzimidazole-6-carbonitrile). Yield: 54.0%. As a reaction SMILES: COC1C=CC(C[N:10]2[CH2:14][C:13]3([CH2:19][CH2:18][CH2:17][C:16]([CH2:29][N:30]4[C:34]5[CH:35]=[C:36]([C:39]#[N:40])[CH:37]=[CH:38][C:33]=5[N:32]=[CH:31]4)([CH2:20][O:21][CH2:22][C:23]4[CH:28]=[CH:27][CH:26]=[CH:25][CH:24]=4)[CH2:15]3)[O:12][C:11]2=[O:41])=CC=1.C(OCC)(=O)C.[OH-].[Na+]>C(#N)C>[O:41]=[C:11]1[NH:10][CH2:14][C:13]2([CH2:19][CH2:18][CH2:17][C:16]([CH2:29][N:30]3[C:34]4[CH:35]=[C:36]([C:39]#[N:40])[CH:37]=[CH:38][C:33]=4[N:32]=[CH:31]3)([CH2:20][O:21][CH2:22][C:23]3[CH:28]=[CH:27][CH:26]=[CH:25][CH:24]=3)[CH2:15]2)[O:12]1 |f:2.3|. Reported procedure: To a colorless solution of 1-[(3-{[4-(methyloxy)phenyl]methyl}-2-oxo-7-{[(phenylmethyl)oxy]methyl}-1-oxa-3-azaspiro[4.5]dec-7-yl)methyl]-1H-benzimidazole-6-carbonitrile (1.55 g, 2.81 mmol) in acetonitrile (28.1 mL) was added ceric ammonium nitrate (3.09 g, 5.63 mmol) and the mixture was stirred at room temperature. The reaction was then heated to 60° C. and stirred for 22 h. The reaction was then cooled to RT and the orange suspension was filtered using Buchner vacuum filtration. The solid was r... Reactants: COc1cc(C)c(NC(=O)CN(C)C)cc1[N+](=O)[O-], CO. The product is COc1cc(C)c(NC(=O)CN(C)C)cc1N. RXN SMILES: [CH3:1][N:2]([CH2:3][C:4](=[O:5])[NH:6][c:7]1[c:8]([CH3:18])[cH:9][c:10]([O:16][CH3:17])[c:11]([N+:13]([O-:14])=[O:15])[cH:12]1)[CH3:19].[CH3:20][OH:21]>>[CH3:1][N:2]([CH2:3][C:4](=[O:5])[NH:6][c:7]1[c:8]([CH3:18])[cH:9][c:10]([O:16][CH3:17])[c:11]([NH2:13])[cH:12]1)[CH3:19]. Run at time 1 hour. Reaction SMILES: CC(C)N=C=NC(C)C.C([O:12][C:13](=[O:35])[C:14]1[CH:19]=[C:18]([NH:20][C:21]([NH:23][C:24]2[C:29]([Cl:30])=[CH:28][CH:27]=[CH:26][C:25]=2[Cl:31])=S)[C:17]([NH:32][CH3:33])=[CH:16][C:15]=1[F:34])C>C(#N)C>[Cl:30][C:29]1[CH:28]=[CH:27][CH:26]=[C:25]([Cl:31])[C:24]=1[NH:23][C:21]1[N:32]([CH3:33])[C:17]2[CH:16]=[C:15]([F:34])[C:14]([C:13]([OH:12])=[O:35])=[CH:19][C:18]=2[N:20]=1. The solvent is C(C)#N (acetonitrile). Procedure: DIC (1.50 mL, 9.6 mmol) was added to a stirred mixture of 5-[3-(2,6-dichloro-phenyl)-thioureido]-2-fluoro-4-methylamino-benzoic acid ethyl ester (2.70 g, 6.5 mmol) in acetonitrile. After stirring for 1 h the mixture was concentrated i.vac. The residue was taken up in ethanol and 1 M aq. NaOH and stirred for further 40 min at reflux. Ethanol was evaporated, the mixture was diluted with water and filtered. The filtrate was acidified with hydrochloric acid, stirred and filtered. Both residues were ... The product is ClC1=C(C(=CC=C1)Cl)NC1=NC2=C(N1C)C=C(C(=C2)C(=O)O)F (2-(2,6-Dichloro-phenylamino)-6-fluoro-1-methyl-1H-benzimidazole-5-carboxylic acid). Reactants: CC(N=C=NC(C)C)C (DIC), C(C)OC(C1=C(C=C(C(=C1)NC(=S)NC1=C(C=CC=C1Cl)Cl)NC)F)=O (5-[3-(2,6-dichloro-phenyl)-thioureido]-2-fluoro-4-methylamino-benzoic acid ethyl ester).